From a dataset of the Open Reaction Database (ORD), a public repository of structured organic reaction records. describe an organic reaction: reactants, conditions, products, and yield Reactants: BrCC1=C(C=CC2=CC(=CC=C12)C(C(C)C)(C=1N=CN(C1)C(C1=CC=CC=C1)(C1=CC=CC=C1)C1=CC=CC=C1)O)C(=O)OC (methyl 1-bromomethyl-6-[1-hydroxy-2-methyl-1-(1-trityl-1H-imidazol-4-yl)propyl]-2-naphthoate), FC(CN)(F)F (2,2,2-trifluoroethylamine). Yields the product OC(C(C)C)(C=1N=CNC1)C1=CC2=C(C=3CN(C(C3C=C2)=O)CC(F)(F)F)C=C1 (7-[1-hydroxy-1-(1H-imidazol-4-yl)-2-methylpropyl]-2-(2,2,2-trifluoroethyl)-1,2-dihydro-3H-benzo[e]isoindol-3-one). RXN SMILES: Br[CH2:2][C:3]1[C:12]2[C:7](=[CH:8][C:9]([C:13]([OH:41])([C:17]3[N:18]=[CH:19][N:20](C(C4C=CC=CC=4)(C4C=CC=CC=4)C4C=CC=CC=4)[CH:21]=3)[CH:14]([CH3:16])[CH3:15])=[CH:10][CH:11]=2)[CH:6]=[CH:5][C:4]=1[C:42](OC)=[O:43].[F:46][C:47]([F:51])([F:50])[CH2:48][NH2:49]>>[OH:41][C:13]([C:9]1[CH:10]=[CH:11][C:12]2[C:3]3[CH2:2][N:49]([CH2:48][C:47]([F:51])([F:50])[F:46])[C:42](=[O:43])[C:4]=3[CH:5]=[CH:6][C:7]=2[CH:8]=1)([C:17]1[N:18]=[CH:19][NH:20][CH:21]=1)[CH:14]([CH3:16])[CH3:15]. Reported procedure: By a ring closure reaction, a detritylation reaction and purification in the same manner as in Example 1 using methyl 1-bromomethyl-6-[1-hydroxy-2-methyl-1-(1-trityl-1H-imidazol-4-yl)propyl]-2-naphthoate (0.66 g) and 2,2,2-trifluoroethylamine (2.0 ml), the title compound (0.34 g) was obtained as a colorless amorphous solid. Reactants: CCOC(=O)N=S(C)(=O)c1ccc(Nc2ncc(Br)c(NC(C)C(C)(C)O)n2)cc1, CC[O-], CCO, [Cl-], [Na+], [Na+]. Product: CC(Nc1nc(Nc2ccc(S(C)(=N)=O)cc2)ncc1Br)C(C)(C)O. As a reaction SMILES: [Br:1][c:2]1[c:3]([NH:24][CH:25]([C:26]([CH3:27])([CH3:28])[OH:29])[CH3:30])[n:4][c:5]([NH:8][c:9]2[cH:10][cH:11][c:12]([S:15](=[O:16])(=[N:17][C:18]([O:19][CH2:20][CH3:21])=[O:22])[CH3:23])[cH:13][cH:14]2)[n:6][cH:7]1.[CH3:31][CH2:32][O-:33].[CH3:37][CH2:38][OH:39].[Cl-:35].[Na+:34].[Na+:36]>>[Br:1][c:2]1[c:3]([NH:24][CH:25]([C:26]([CH3:27])([CH3:28])[OH:29])[CH3:30])[n:4][c:5]([NH:8][c:9]2[cH:10][cH:11][c:12]([S:15](=[O:16])(=[NH:17])[CH3:23])[cH:13][cH:14]2)[n:6][cH:7]1.